This data is from the Open Reaction Database (ORD), a public repository of structured organic reaction records. The task is: describe an organic reaction: reactants, conditions, products, and yield The reactants are ClC1=CC(=C(C=C1)C=1N(N=CC1C(=O)O)C)C(C1=C(C=CC=C1)Cl)OC (3-[4-chloro-2-(2-chloro-α-methoxy-benzyl)-phenyl]-2-methylpyrazole-4-carboxylic acid), C(C)(C)N(CC)C(C)C (diisopropyl ethylamine), S(=O)(Cl)Cl (thionyl chloride). The solvent is C(Cl)Cl (methylene chloride). Run at time 16 hour. The product is Cl.ClC1=CC(=C(C=C1)C=1N(N=CC1CN)C)C(C1=C(C=CC=C1)Cl)OC (3-[4-chloro-2-(2-chloro-α-methoxy-benzyl)-phenyl]-4-aminomethyl-2-methylpyrazole hydrochloride). Reaction SMILES: [Cl:1][C:2]1[CH:7]=[CH:6][C:5]([C:8]2[N:9]([CH3:16])[N:10]=[CH:11][C:12]=2[C:13](O)=O)=[C:4]([CH:17]([O:25][CH3:26])[C:18]2[CH:23]=[CH:22][CH:21]=[CH:20][C:19]=2[Cl:24])[CH:3]=1.S(Cl)(Cl)=O.C([N:34](C(C)C)CC)(C)C>C(Cl)Cl>[ClH:1].[Cl:1][C:2]1[CH:7]=[CH:6][C:5]([C:8]2[N:9]([CH3:16])[N:10]=[CH:11][C:12]=2[CH2:13][NH2:34])=[C:4]([CH:17]([O:25][CH3:26])[C:18]2[CH:23]=[CH:22][CH:21]=[CH:20][C:19]=2[Cl:24])[CH:3]=1 |f:4.5|. Procedure details: The solution of 7.8 g of 3-[4-chloro-2-(2-chloro-α-methoxy-benzyl)-phenyl]-2-methylpyrazole-4-carboxylic acid in 75 ml of methylene chloride and 6.7 ml diisopropyl ethylamine is stirred in an ice bath and 4.7 ml of thionyl chloride are added. The mixture is refluxed for 40 minutes, cooled and washed with icewater. The organic layer is dried, evaporated and the residue taken up in 65 ml of tetrahydrofuran and the solution saturated with ammonia. After stirring at 25° for 16 hours, the mixture is ... The reactants are C(CC(O)(C(=O)O)CC(=O)O)(=O)O (citric acid), Cl.CN(CCCN=C=NCC)C (3-(3-dimethylaminopropyl)-1-ethylcarbodiimide hydrochloride), CN1CCOCC1 (N-methylmorpholine), ClC1=CC=C(C=C1)C=1SC(=C(N1)C)NC (2-(4-Chlorophenyl)-4-methylthiazol-5-yl methylamine), C(C)(C)(C)OC(=O)N1CC(C(=O)O)CCC1 (1-tert-butoxycarbonyl nipecotic acid), O.ON1N=NC2=C1C=CC=C2 (1-hydroxybenzotriazole monohydrate). Run in CN(C=O)C (N,N-dimethylformamide). Conditions: time 6 hour. Yields the product C(C)(C)(C)OC(=O)N1CC(CCC1)C(=O)NCC1=C(N=C(S1)C1=CC=C(C=C1)Cl)C (1-(tert-Butoxycarbonyl)-N-[[2-(4-chlorophenyl)-4-methylthiazol-5-yl]methyl]piperidine-3-carboxamide). The yield is 101.8%. Reaction SMILES: [Cl:1][C:2]1[CH:7]=[CH:6][C:5]([C:8]2[S:9][C:10](NC)=[C:11]([CH3:13])[N:12]=2)=[CH:4][CH:3]=1.[C:16]([O:20][C:21]([N:23]1[CH2:31][CH2:30][CH2:29][CH:25]([C:26](O)=[O:27])[CH2:24]1)=[O:22])([CH3:19])([CH3:18])[CH3:17].O.O[N:34]1[C:38]2C=CC=CC=2N=N1.Cl.CN(C)CCCN=C=NCC.CN1CCOCC1.C(O)(=O)CC(CC(O)=O)(C(O)=O)O>CN(C)C=O>[C:16]([O:20][C:21]([N:23]1[CH2:31][CH2:30][CH2:29][CH:25]([C:26]([NH:34][CH2:38][C:10]2[S:9][C:8]([C:5]3[CH:4]=[CH:3][C:2]([Cl:1])=[CH:7][CH:6]=3)=[N:12][C:11]=2[CH3:13])=[O:27])[CH2:24]1)=[O:22])([CH3:19])([CH3:18])[CH3:17] |f:2.3,4.5|. Reported procedure: 2-(4-Chlorophenyl)-4-methylthiazol-5-yl methylamine (477 mg, 2.00 mmol), 1-tert-butoxycarbonyl nipecotic acid (459 mg, 2.00 mmol) and 1-hydroxybenzotriazole monohydrate (368 mg, 2.40 mmol) were dissolved in N,N-dimethylformamide (10 mL). While this mixture was chilled in an ice bath, 3-(3-dimethylaminopropyl)-1-ethylcarbodiimide hydrochloride (460 mg, 2.40 mmol) and N-methylmorpholine (0.484 mL, 4.40 mmol) were added. The mixture was then stirred at room temperature for 6 hours. Subsequently, 5%... Reactants: [BH4-], CO, COC(=O)CCCCCCN1C(=O)CCCC1C=CC(=O)Cc1ccccc1, ClCCl, [Na+]. Product: COC(=O)CCCCCCN1C(=O)CCCC1C=CC(O)Cc1ccccc1. As a reaction SMILES: [BH4-:1].[CH3:3][OH:4].[CH3:5][O:6][C:7]([CH2:8][CH2:9][CH2:10][CH2:11][CH2:12][CH2:13][N:14]1[C:15](=[O:31])[CH2:16][CH2:17][CH2:18][CH:19]1[CH:20]=[CH:21][C:22]([CH2:23][c:24]1[cH:25][cH:26][cH:27][cH:28][cH:29]1)=[O:30])=[O:32].[Cl:33][CH2:34][Cl:35].[Na+:2]>>[CH3:5][O:6][C:7]([CH2:8][CH2:9][CH2:10][CH2:11][CH2:12][CH2:13][N:14]1[C:15](=[O:31])[CH2:16][CH2:17][CH2:18][CH:19]1[CH:20]=[CH:21][CH:22]([CH2:23][c:24]1[cH:25][cH:26][cH:27][cH:28][cH:29]1)[OH:30])=[O:32]. The reactants are [C-]#N, CN1CCC(=C2c3cc(Br)ccc3C=Cn3cccc32)CC1, CN(C)C=O, N#C[Na], O, c1ccccc1. Yields the product CN1CCC(=C2c3cc(C#N)ccc3C=Cn3cccc32)CC1. As a reaction SMILES: [C-:23]#[N:24].[CH3:1][N:2]1[CH2:3][CH2:4][C:5](=[C:8]2[c:9]3[n:10]([cH:20][cH:21][cH:22]3)[CH:11]=[CH:12][c:13]3[c:14]2[cH:15][c:16]([Br:19])[cH:17][cH:18]3)[CH2:6][CH2:7]1.[CH3:25][N:26]([CH3:27])[CH:28]=[O:29].[Na:30][C:31]#[N:32].[OH2:33].[cH:34]1[cH:35][cH:36][cH:37][cH:38][cH:39]1>>[CH3:1][N:2]1[CH2:3][CH2:4][C:5](=[C:8]2[c:9]3[n:10]([cH:20][cH:21][cH:22]3)[CH:11]=[CH:12][c:13]3[c:14]2[cH:15][c:16]([C:25]#[N:26])[cH:17][cH:18]3)[CH2:6][CH2:7]1. Starting materials: BrCCCCCCOC=1C=C2CCC(NC2=CC1)=O (6-(6-bromohexoxy)-3,4-dihydro-carbostyril), C1(=CC=CC=C1)S (thiophenol). The product is C1(=CC=CC=C1)SCCCCCCOC=1C=C2CCC(NC2=CC1)=O (6-(6-Phenylmercapto-hexoxy)-3,4-dihydro-carbostyril). RXN SMILES: Br[CH2:2][CH2:3][CH2:4][CH2:5][CH2:6][CH2:7][O:8][C:9]1[CH:10]=[C:11]2[C:16](=[CH:17][CH:18]=1)[NH:15][C:14](=[O:19])[CH2:13][CH2:12]2.[C:20]1([SH:26])[CH:25]=[CH:24][CH:23]=[CH:22][CH:21]=1>>[C:20]1([S:26][CH2:2][CH2:3][CH2:4][CH2:5][CH2:6][CH2:7][O:8][C:9]2[CH:10]=[C:11]3[C:16](=[CH:17][CH:18]=2)[NH:15][C:14](=[O:19])[CH2:13][CH2:12]3)[CH:25]=[CH:24][CH:23]=[CH:22][CH:21]=1. Reported procedure: Prepared analogous to Example 1 from 6-(6-bromohexoxy)-3,4-dihydro-carbostyril (m.p. 107.5°-108° C.) and thiophenol.